From a dataset of the Open Reaction Database (ORD), a public repository of structured organic reaction records. describe an organic reaction: reactants, conditions, products, and yield Reactants: Cc1ccnc(Br)c1, O, O=S(=O)(O)O. Yields the product O=C(O)c1ccnc(Br)c1. RXN SMILES: [Br:1][c:2]1[n:3][cH:4][cH:5][c:6]([CH3:8])[cH:7]1.[OH2:9].[S:10]([OH:11])(=[O:12])(=[O:13])[OH:14]>>[Br:1][c:2]1[n:3][cH:4][cH:5][c:6]([C:8](=[O:9])[OH:11])[cH:7]1.